This data is from the Open Reaction Database (ORD), a public repository of structured organic reaction records. The task is: describe an organic reaction: reactants, conditions, products, and yield Starting materials: BrC=1C(=C(C(=NC1C)C)[N+](=O)[O-])Cl (5-bromo-4-chloro-2,6-dimethyl-3-nitro-pyridine), N1CCSCC1 (thiomorpholine). The solvent is C(C)(C)O (isopropanol). Yields the product BrC=1C(=C(C(=NC1C)C)[N+](=O)[O-])N1CCSCC1 (4-(5-Bromo-2,6-dimethyl-3-nitro-4-pyridyl)-thiomorpholine). As a reaction SMILES: [Br:1][C:2]1[C:3](Cl)=[C:4]([N+:10]([O-:12])=[O:11])[C:5]([CH3:9])=[N:6][C:7]=1[CH3:8].[NH:14]1[CH2:19][CH2:18][S:17][CH2:16][CH2:15]1>C(O)(C)C>[Br:1][C:2]1[C:3]([N:14]2[CH2:19][CH2:18][S:17][CH2:16][CH2:15]2)=[C:4]([N+:10]([O-:12])=[O:11])[C:5]([CH3:9])=[N:6][C:7]=1[CH3:8]. Procedure: 11.68 Grams (0.044 mol) of 5-bromo-4-chloro-2,6-dimethyl-3-nitro-pyridine and 9.11 g (0.088 mol) of thiomorpholine are heated at boiling point for 18 hours in 50 ml of isopropanol. Upon completion of the reaction the solvent is removed, the residue is digested with water, and the yellow precipitate is filtered off with suction and recrystallized from isopropanol. The reactants are CC=1SC(=CN1)C(=O)O (2-methylthiazole-5-carboxylic acid), C(=O)(Cl)Cl (phosgene). Run in C1(=CC=CC=C1)C (toluene). Conditions: time 2 hour. Product: CC=1SC(=CN1)C(=O)Cl (2-methylthiazole-5-carboxylic acid chloride). Reaction SMILES: [CH3:1][C:2]1[S:3][C:4]([C:7]([OH:9])=O)=[CH:5][N:6]=1.C(Cl)([Cl:12])=O>C1(C)C=CC=CC=1>[CH3:1][C:2]1[S:3][C:4]([C:7]([Cl:12])=[O:9])=[CH:5][N:6]=1. Reported procedure: In a similar apparatus to Example 1,5.7 g (0.04 mole) of 2-methylthiazole-5-carboxylic acid were suspended in 100 ml of toluene. Under heating and reflux, phosgene was blown at a rate of 390 ml/hr for 10 hours (0.17 mole). After completion of the blowing, stirring was continued for additional 2 hours. After completion of the reaction, the reaction mixture was filtered and the filtrate was concentrated to obtain 5.7 g of 2-methylthiazole-5-carboxylic acid chloride. Its purity and yield were 95.0%... Starting materials: Cl.Cl.NC1=CC(=C(C(=O)NCC2CCNCC2)C=C1Cl)OC (4-Amino-5-chloro-2-methoxy-N-(piperidin-4-ylmethyl)benzamide dihydrochloride), C([O-])([O-])=O.[K+].[K+] (potassium carbonate), BrCCCCCC(=O)C1=CC2=C(S1)C=CC=C2 (6-bromo-1-(2-benzo[b]thienyl)-1-hexanone). The product is NC1=CC(=C(C(=O)NCC2CCN(CC2)CCCCCC(=O)C2=CC3=C(S2)C=CC=C3)C=C1Cl)OC (4-amino-5-chloro-N-((1-(6-(2-benzo[b]thienyl)-6-oxohexyl)piperidin-4-yl)-methyl)-2-methoxybenzamide). The yield is 49.8%. Reaction SMILES: Cl.Cl.[NH2:3][C:4]1[C:19]([Cl:20])=[CH:18][C:7]([C:8]([NH:10][CH2:11][CH:12]2[CH2:17][CH2:16][NH:15][CH2:14][CH2:13]2)=[O:9])=[C:6]([O:21][CH3:22])[CH:5]=1.C(=O)([O-])[O-].[K+].[K+].Br[CH2:30][CH2:31][CH2:32][CH2:33][CH2:34][C:35]([C:37]1[S:41][C:40]2[CH:42]=[CH:43][CH:44]=[CH:45][C:39]=2[CH:38]=1)=[O:36]>>[NH2:3][C:4]1[C:19]([Cl:20])=[CH:18][C:7]([C:8]([NH:10][CH2:11][CH:12]2[CH2:13][CH2:14][N:15]([CH2:30][CH2:31][CH2:32][CH2:33][CH2:34][C:35]([C:37]3[S:41][C:40]4[CH:42]=[CH:43][CH:44]=[CH:45][C:39]=4[CH:38]=3)=[O:36])[CH2:16][CH2:17]2)=[O:9])=[C:6]([O:21][CH3:22])[CH:5]=1 |f:0.1.2,3.4.5|. Reported procedure: 4-Amino-5-chloro-2-methoxy-N-(piperidin-4-ylmethyl)benzamide dihydrochloride (0.54 g) as starting compound, potassium carbonate (0.8 g) and 6-bromo-1-(2-benzo[b]thienyl)-1-hexanone (0.45 g) were reacted and treated in the same manner as in Example 172 to give 0.38 g of 4-amino-5-chloro-N-((1-(6-(2-benzo[b]thienyl)-6-oxohexyl)piperidin-4-yl)-methyl)-2-methoxybenzamide.